From a dataset of the Open Reaction Database (ORD), a public repository of structured organic reaction records. describe an organic reaction: reactants, conditions, products, and yield The reactants are C(C)(C)(C)C=1C=C(N(N1)C1=CC=C(C=C1)C)C(C(=O)O)O ((5-tert-Butyl-2-p-tolyl-2H-pyrazol-3-yl)-hydroxy-acetic acid), CC(=O)OI1(C=2C=CC=CC2C(=O)O1)(OC(=O)C)OC(=O)C (Dess-Martin periodinane), Cl (HCl). Solvent: C(Cl)Cl (DCM). Reaction conditions: time 20 minute. Yields the product C(C)(C)(C)C=1C=C(N(N1)C1=CC=C(C=C1)C)C(C(=O)O)=O ((5-tert-Butyl-2-p-tolyl-2H-pyrazol-3-yl)-oxo-acetic acid). As a reaction SMILES: [C:1]([C:5]1[CH:6]=[C:7]([CH:17]([OH:21])[C:18]([OH:20])=[O:19])[N:8]([C:10]2[CH:15]=[CH:14][C:13]([CH3:16])=[CH:12][CH:11]=2)[N:9]=1)([CH3:4])([CH3:3])[CH3:2].CC(OI1(OC(C)=O)(OC(C)=O)OC(=O)C2C=CC=CC1=2)=O.Cl>C(Cl)Cl>[C:1]([C:5]1[CH:6]=[C:7]([C:17](=[O:21])[C:18]([OH:20])=[O:19])[N:8]([C:10]2[CH:15]=[CH:14][C:13]([CH3:16])=[CH:12][CH:11]=2)[N:9]=1)([CH3:4])([CH3:2])[CH3:3]. Procedure details: To a scintillation vial containing (5-tert-Butyl-2-p-tolyl-2H-pyrazol-3-yl)-hydroxy-acetic acid (0.35 g, 1.2 mmol) was added 15 mL DCM followed by the addition of Dess-Martin periodinane (0.61 g, 1.44 mmol). The reaction mixture was allowed to stir at room temperature for 20 minutes and poured into a separatory funnel containing 30 mL 0.5 M HCl. The layers separated and the aqueous layer extracted twice more with 50 mL DCM. The combined organic layers were washed with Brine, dried over MgSO4 and... Starting materials: O[C@]1(C[C@@H](CCC1)C)CNC(=O)C=1C=2C=CC(=NC2C=CC1Cl)Cl (2,6-dichloro-quinoline-5-carboxylic acid ((1R,3R)-1-hydroxy-3methyl-cyclohexylmethyl)-amide), CCN(C(C)C)C(C)C (DIPEA), OC(C)(C)[C@H]1CNCC1 ((R)-3-(1-hydroxy-1-methyl-ethyl)-pyrrolidine). The product is O[C@]1(C[C@@H](CCC1)C)CNC(=O)C=1C=2C=CC(=NC2C=CC1Cl)N1C[C@@H](CC1)C(C)(C)O (6-Chloro-2-((R)-3-(1-hydroxy-1-methyl-ethyl)-pyrrolidin-1-yl)-quinoline-5-carboxylic acid ((1R,3R)-1-hydroxy-3-methyl-cyclohexylmethyl)-amide). Reaction SMILES: [OH:1][C@:2]1([CH2:9][NH:10][C:11]([C:13]2[C:14]3[CH:15]=[CH:16][C:17](Cl)=[N:18][C:19]=3[CH:20]=[CH:21][C:22]=2[Cl:23])=[O:12])[CH2:7][CH2:6][CH2:5][C@@H:4]([CH3:8])[CH2:3]1.CCN(C(C)C)C(C)C.[OH:34][C:35]([C@@H:38]1[CH2:42][CH2:41][NH:40][CH2:39]1)([CH3:37])[CH3:36]>>[OH:1][C@:2]1([CH2:9][NH:10][C:11]([C:13]2[C:14]3[CH:15]=[CH:16][C:17]([N:40]4[CH2:41][CH2:42][C@@H:38]([C:35]([OH:34])([CH3:37])[CH3:36])[CH2:39]4)=[N:18][C:19]=3[CH:20]=[CH:21][C:22]=2[Cl:23])=[O:12])[CH2:7][CH2:6][CH2:5][C@@H:4]([CH3:8])[CH2:3]1. Procedure details: The title compound was synthesized according to the procedure described in example 1 using 2,6-dichloro-quinoline-5-carboxylic acid ((1R,3R)-1-hydroxy-3methyl-cyclohexylmethyl)-amide, DIPEA and (R)-3-(1-hydroxy-1-methyl-ethyl)-pyrrolidine. 1H NMR (400 MHz, DMSO-d6) δ ppm 8.75 (1H), 7.85 (m, 1H), 7.58 (2H), 7.05 (1H), 4.40 (s, 1H), 4.14 (s, 1H), 3.74 (m, 1H), 3.65 (m, 1H), 3.36 (m, 2H), 3.28 (m, 2H), 2.44 (m, 2H), 2.06 (m, 2H), 1.85 (m, 2H), 1.74-1.76 (m, 5H), 1.15 (m, 6H), 1.03 (m, 1H), 0.83 (d,...